From a dataset of the Open Reaction Database (ORD), a public repository of structured organic reaction records. describe an organic reaction: reactants, conditions, products, and yield Reactants: C(C1=CC=CC=C1)C1=C(C=C(C(=O)O)C=C1S(N)(=O)=O)S (4-benzyl-3-mercapto-5-sulfamylbenzoic acid), C(O)([O-])=O.[Na+] (sodium hydrogen carbonate), S(=O)([O-])S(=O)[O-].[Na+].[Na+] (sodium dithionite), C(=C)C1=CC=NC=C1 (4-vinylpyridine), C(O)([O-])=O.[Na+] (sodium hydrogen carbonate). The solvent is C(C)(=O)O (acetic acid). Run at temperature 70 celsius, time 4 hour. The product is C(C1=CC=CC=C1)C1=C(C=C(C(=O)O)C=C1S(N)(=O)=O)SCCC1=CC=NC=C1 (4-benzyl-3-(4-pyridylethylthio)-5-sulfamylbenzoic acid), hemihydrate. Reaction SMILES: [CH2:1]([C:8]1[C:16]([S:17](=[O:20])(=[O:19])[NH2:18])=[CH:15][C:11]([C:12]([OH:14])=[O:13])=[CH:10][C:9]=1[SH:21])[C:2]1[CH:7]=[CH:6][CH:5]=[CH:4][CH:3]=1.C(=O)([O-])O.[Na+].S(S([O-])=O)([O-])=O.[Na+].[Na+].[CH:35]([C:37]1[CH:42]=[CH:41][N:40]=[CH:39][CH:38]=1)=[CH2:36]>C(O)(=O)C>[CH2:1]([C:8]1[C:16]([S:17](=[O:20])(=[O:19])[NH2:18])=[CH:15][C:11]([C:12]([OH:14])=[O:13])=[CH:10][C:9]=1[S:21][CH2:36][CH2:35][C:37]1[CH:42]=[CH:41][N:40]=[CH:39][CH:38]=1)[C:2]1[CH:3]=[CH:4][CH:5]=[CH:6][CH:7]=1 |f:1.2,3.4.5|. Procedure details: A mixture of 4-benzyl-3-mercapto-5-sulfamylbenzoic acid (3.25 g), sodium hydrogen carbonate (2.0 g), sodium dithionite (2.0 g), 4-vinylpyridine (1.5 ml) and saturated sodium hydrogen carbonate (33 ml) is stirred at 70° C. for 4 hours. After cooling, the mixture is acidified with 4 N acetic acid. The separated material is collected by filtration and washed with water. After drying and recrystallization twice from aqueous ethanol, 4-benzyl-3-(4-pyridylethylthio)-5-sulfamylbenzoic acid is obtained ... The reactants are OCCOC1=C(C(=NC=N1)NS(=O)(=O)CCC1=CC=CC=C1)C1=CC=C(C=C1)C (2-phenyl-ethanesulfonic acid [6-(2-hydroxy-ethoxy)-5-p-tolyl-pyrimidin-4-yl]-amide), [H-].[Na+] (sodium hydride), ClC1=NC=CC=N1 (2-chloro-pyrimidine). Run in C1CCOC1 (THF). Reaction conditions: temperature 0 celsius, time 17 hour. The product is N1=C(N=CC=C1)OCCOC1=C(C(=NC=N1)NS(=O)(=O)CCC1=CC=CC=C1)C1=CC=C(C=C1)C (2-phenyl-ethanesulfonic acid {6-[2-(pyrimidin-2-yloxy)-ethoxy]-5-p-tolyl-pyrimidin-4-yl}-amide). The yield is 74.6%. Reaction SMILES: [H-].[Na+].[OH:3][CH2:4][CH2:5][O:6][C:7]1[N:12]=[CH:11][N:10]=[C:9]([NH:13][S:14]([CH2:17][CH2:18][C:19]2[CH:24]=[CH:23][CH:22]=[CH:21][CH:20]=2)(=[O:16])=[O:15])[C:8]=1[C:25]1[CH:30]=[CH:29][C:28]([CH3:31])=[CH:27][CH:26]=1.Cl[C:33]1[N:38]=[CH:37][CH:36]=[CH:35][N:34]=1>C1COCC1>[N:34]1[CH:35]=[CH:36][CH:37]=[N:38][C:33]=1[O:3][CH2:4][CH2:5][O:6][C:7]1[N:12]=[CH:11][N:10]=[C:9]([NH:13][S:14]([CH2:17][CH2:18][C:19]2[CH:24]=[CH:23][CH:22]=[CH:21][CH:20]=2)(=[O:15])=[O:16])[C:8]=1[C:25]1[CH:30]=[CH:29][C:28]([CH3:31])=[CH:27][CH:26]=1 |f:0.1|. Procedure: To sodium hydride (50 mg, 60% in mineral oil) was added THF (25 ml) followed by 2-phenyl-ethanesulfonic acid [6-(2-hydroxy-ethoxy)-5-p-tolyl-pyrimidin-4-yl]-amide (150 mg, Referential Example 1). The mixture was stirred for 1 h at rt before 2-chloro-pyrimidine (86 mg) was added. Stirring was continued for 17 h at 80° C. The solvent was evaporated and diethylether (20 ml) was added to the residue. The precipitate was filtered off and washed with diethylether, dissolved in water (20 ml) and acidif... Reactants: C(C)(C)NC1=CC=CC=2C(C3=CC=CC(=C3C(C12)=O)O)=O (1-isopropylamino-8-hydroxy-anthraquinone), BrBr (bromine). Run in [N+](=O)([O-])C1=CC=CC=C1 (nitrobenzene), CO (methanol). Yields the product C(C)(C)NC1=CC=C(C=2C(C3=CC=CC(=C3C(C12)=O)O)=O)Br (1-isopropylamino-4-bromo-8-hydroxy-anthraquinone). As a reaction SMILES: [CH:1]([NH:4][C:5]1[C:18]2[C:17](=[O:19])[C:16]3[C:11](=[CH:12][CH:13]=[CH:14][C:15]=3[OH:20])[C:10](=[O:21])[C:9]=2[CH:8]=[CH:7][CH:6]=1)([CH3:3])[CH3:2].[Br:22]Br>[N+](C1C=CC=CC=1)([O-])=O.CO>[CH:1]([NH:4][C:5]1[C:18]2[C:17](=[O:19])[C:16]3[C:11](=[CH:12][CH:13]=[CH:14][C:15]=3[OH:20])[C:10](=[O:21])[C:9]=2[C:8]([Br:22])=[CH:7][CH:6]=1)([CH3:3])[CH3:2]. Reported procedure: 55 g of 1-isopropylamino-8-hydroxy-anthraquinone are dissolved in 110 ml of nitrobenzene at 100°, the solution is cooled to 15°-20° whilst stirring, 40 g of bromine are added over the course of approx. 10 minutes, the mixture is stirred overnight until cold and is diluted with 150 ml of methanol whilst cold, the whole is stirred for some time longer and the product is filtered off, washed with methanol and dried. Yield: 53 g. Starting materials: ClC1=NC2=CC=C(C=C2C=C1)Cl (2,6-dichloroquinoline), COC1=C(CN)C=CC=C1 (2-methoxybenzylamine), NCC=1C=NC=CC1 (3-(aminomethyl)pyridine). The product is COC1=C(CNC2=NC3=CC=C(C=C3C=C2)NCC=2C=NC=CC2)C=CC=C1 (N2-(2-Methoxy-benzyl)-N6-pyridin-3-ylmethyl-quinoline-2,6-diamine). As a reaction SMILES: Cl[C:2]1[CH:11]=[CH:10][C:9]2[C:4](=[CH:5][CH:6]=[C:7](Cl)[CH:8]=2)[N:3]=1.[CH3:13][O:14][C:15]1[CH:22]=[CH:21][CH:20]=[CH:19][C:16]=1[CH2:17][NH2:18].[NH2:23][CH2:24][C:25]1[CH:26]=[N:27][CH:28]=[CH:29][CH:30]=1>>[CH3:13][O:14][C:15]1[CH:22]=[CH:21][CH:20]=[CH:19][C:16]=1[CH2:17][NH:18][C:2]1[CH:11]=[CH:10][C:9]2[C:4](=[CH:5][CH:6]=[C:7]([NH:23][CH2:24][C:25]3[CH:26]=[N:27][CH:28]=[CH:29][CH:30]=3)[CH:8]=2)[N:3]=1. Procedure details: The title compound, MS: m/e=371.0 (M+H+), was prepared in accordance with the general method of example 1 from 2,6-dichloroquinoline, 2-methoxybenzylamine and 3-(aminomethyl)pyridine.